Dataset: the Open Reaction Database (ORD), a public repository of structured organic reaction records. Task: describe an organic reaction: reactants, conditions, products, and yield Starting materials: Cl (HCl), CO (MeOH), CC(C=CC=CC=1C=C(C=NC1)OC[C@H]1NCCC1)(C)C (5-(5,5-dimethyl-hexadienyl)-3-(2-(S)-pyrrolidinyl-methoxy)pyridine), Cl (hydrogen chloride), CI NH3. The solvent is CCOCC (Et2O). Product: Cl.Cl.N1[C@@H](CCC1)COC=1C=NC=C(C1)C=CC=CC(C)(C)C (3-(2-(S)-pyrrolidinylmethoxy)-5-(5,5-dimethyl-hexadienyl)pyridine dihydrochloride). RXN SMILES: [CH3:1][C:2]([CH3:21])([CH3:20])[CH:3]=[CH:4][CH:5]=[CH:6][C:7]1[CH:8]=[C:9]([O:13][CH2:14][C@@H:15]2[CH2:19][CH2:18][CH2:17][NH:16]2)[CH:10]=[N:11][CH:12]=1.[ClH:22].CO>CCOCC>[ClH:22].[ClH:22].[NH:16]1[CH2:17][CH2:18][CH2:19][C@H:15]1[CH2:14][O:13][C:9]1[CH:10]=[N:11][CH:12]=[C:7]([CH:6]=[CH:5][CH:4]=[CH:3][C:2]([CH3:21])([CH3:20])[CH3:1])[CH:8]=1 |f:4.5.6|. Procedure details: To a solution of 5-(5,5-dimethyl-hexadienyl)-3-(2-(S)-pyrrolidinyl-methoxy)pyridine from step b above in Et2O was added hydrogen chloride (1.0 M in Et2O) carefully to afford the tittle compound: mp 92-94° C.; 1H NMR (D2O) δ 1.95 (m, 1H), 2.04-2.20 (m, 2H), 2.30 (m, 1H), 3.43 (t, 2H, J=7.0 Hz), 4.17 (m, 1H), 4.38 (dd, 1H, J=7.5, 11.0 Hz), 4.59 (dd, 1H, J=3.5, 10.5 Hz), 6.23 (d, 1H, J=15.5 Hz), 6.35 (dd, 1H, J=10.0, 15.5 Hz), 6.58 (d, 1H, J=16.0 Hz), 7.14 (dd, 1H, J=16.0 Hz), 8.06 (t, 1H, J=2.5 Hz... The reactants are C(C)(=O)NC=1SC(=C(N1)CCC1=CC=C(C=C1)NC(NC(OC(C)(C)C)=O)NC(OC(C)(C)C)=O)Br (Di-tert-butyl {[(4-{2-[2-(acetylamino)-5-bromo-1,3-thiazol-4-yl]ethyl}phenyl)amino]methylidene}biscarbamate), Cl (hydrochloric acid). Solvent: O1CCOCC1 (1,4-dioxane). Reaction conditions: time 24 hour. Product: Cl.NC(=N)NC1=CC=C(C=C1)CCC=1N=C(SC1Br)NC(C)=O (N-{4-[2-(4-{[amino(imino)methyl]amino}phenyl)ethyl]-5-bromo-1,3-thiazol-2-yl}acetamide hydrochloride). Reaction SMILES: [C:1]([NH:4][C:5]1[S:6][C:7]([Br:36])=[C:8]([CH2:10][CH2:11][C:12]2[CH:17]=[CH:16][C:15]([NH:18][CH:19]([NH:28]C(=O)OC(C)(C)C)[NH:20]C(=O)OC(C)(C)C)=[CH:14][CH:13]=2)[N:9]=1)(=[O:3])[CH3:2].[ClH:37]>O1CCOCC1>[ClH:37].[NH2:28][C:19]([NH:18][C:15]1[CH:16]=[CH:17][C:12]([CH2:11][CH2:10][C:8]2[N:9]=[C:5]([NH:4][C:1](=[O:3])[CH3:2])[S:6][C:7]=2[Br:36])=[CH:13][CH:14]=1)=[NH:20] |f:3.4|. Reported procedure: Di-tert-butyl {[(4-{2-[2-(acetylamino)-5-bromo-1,3-thiazol-4-yl]ethyl}phenyl)amino]methylidene}biscarbamate (113 mg) and 4N hydrochloric acid in 1,4-dioxane solution (2 ml) were combined under nitrogen atmosphere. The reaction mixture was stirred at room temperature for 24 hours. The solvent was removed in vacuo. The residue was washed with ethyl acetate to give N-{4-[2-(4-{[amino(imino)methyl]amino}phenyl)ethyl]-5-bromo-1,3-thiazol-2-yl}acetamide hydrochloride (16.8 mg) as a pale yellow amorpho... Starting materials: ClC(=O)N1C2=C(NC(C3=C1C=CC=C3)=O)C=CC=N2 (11-(chlorocarbonyl)-5,11-dihydro-6H-pyrido[2,3-b][1,4]benzodiazepin-6-one), O[C@@H]1CC[C@H](CC1)CNCC1N(CCCC1)CCNC (trans-2-[2-[[(4-hydroxy-cyclohexyl)methylamino]methyl]-piperidin-1-yl]-N-methyl-ethanamine), Cl (hydrochloride). Solvent: CC(=O)C.C(C)(C)O (acetone isopropanol). Yields the product O[C@@H]1CC[C@H](CC1)CNCC1N(CCCC1)CCN(C(=O)N1C2=C(NC(C3=C1C=CC=C3)=O)C=CC=N2)C (Trans-5,11-Dihydro-11-[[[2-[2-[[(4-hydroxy-cyclohexyl)methylamino]methyl]-piperidin-1-yl]ethyl]methylamino]carbonyl]-6H-pyrido[2,3-b][1,4]benzodiazepin-6-one). Yield: 24.0%. RXN SMILES: Cl[C:2]([N:4]1[C:10]2[CH:11]=[CH:12][CH:13]=[CH:14][C:9]=2[C:8](=[O:15])[NH:7][C:6]2[CH:16]=[CH:17][CH:18]=[N:19][C:5]1=2)=[O:3].[OH:20][C@H:21]1[CH2:26][CH2:25][C@H:24]([CH2:27][NH:28][CH2:29][CH:30]2[CH2:35][CH2:34][CH2:33][CH2:32][N:31]2[CH2:36][CH2:37][NH:38][CH3:39])[CH2:23][CH2:22]1.Cl>CC(C)=O.C(O)(C)C>[OH:20][C@H:21]1[CH2:26][CH2:25][C@H:24]([CH2:27][NH:28][CH2:29][CH:30]2[CH2:35][CH2:34][CH2:33][CH2:32][N:31]2[CH2:36][CH2:37][N:38]([CH3:39])[C:2]([N:4]2[C:10]3[CH:11]=[CH:12][CH:13]=[CH:14][C:9]=3[C:8](=[O:15])[NH:7][C:6]3[CH:16]=[CH:17][CH:18]=[N:19][C:5]2=3)=[O:3])[CH2:23][CH2:22]1 |f:3.4|. Procedure: Prepared analogously to Example 2 from 11-(chlorocarbonyl)-5,11-dihydro-6H-pyrido[2,3-b][1,4]benzodiazepin-6-one and trans-2-[2-[[(4-hydroxy-cyclohexyl)methylamino]methyl]-piperidin-1-yl]-N-methyl-ethanamine in a yield of 24% of theory. Colourless, substantially amorphous solid substance with an approximate m.p. 105°-120° C. M.p. of the hydrochloride 210°-213° C. (D.) (acetone/isopropanol). Reactants: N#Cc1ncccc1Br, C1CCOC1, CC[S-], [Na+]. Product: CCSc1cccnc1C#N. Reaction SMILES: [Br:5][c:6]1[c:7]([C:12]#[N:13])[n:8][cH:9][cH:10][cH:11]1.[CH2:14]1[O:15][CH2:16][CH2:17][CH2:18]1.[CH2:1]([CH3:2])[S-:3].[Na+:4]>>[CH2:1]([CH3:2])[S:3][c:6]1[c:7]([C:12]#[N:13])[n:8][cH:9][cH:10][cH:11]1. The reactants are ClC=1C=CC(=C(C1)C1=NN(C=C1NC(=O)C=1C=NN2C1N=CC=C2)CC(N2CCC(CC2)=O)=O)OC(F)F (pyrazolo[1,5-a]pyrimidine-3-carboxylic acid {3-(5-chloro-2-difluoromethoxy-phenyl)-1-[2-oxo-2-(4-oxo-piperidin-1-yl)-ethyl]-1H-pyrazol-4-yl}-amide), C(C)(=O)O[BH-](OC(C)=O)OC(C)=O.[Na+] (sodium triacetoxyborohydride), O1CCOCC1 (dioxane), NCCC#N (3-amino-propionitrile). Run in CO (methanol), CO (MeOH), C(Cl)Cl (DCM), C(C)(=O)O (acetic acid). Conditions: time 1.5 hour. The product is ClC=1C=CC(=C(C1)C1=NN(C=C1NC(=O)C=1C=NN2C1N=CC=C2)CC(=O)N2CCC(CC2)NCCC#N)OC(F)F (pyrazolo[1,5-a]pyrimidine-3-carboxylic acid (3-(5-chloro-2-difluoromethoxy-phenyl)-1-{2-[4-(2-cyano-ethylamino)-piperidin-1-yl]-2-oxo-ethyl}-1H-pyrazol-4-yl)-amide). The yield is 91.0%. RXN SMILES: [Cl:1][C:2]1[CH:3]=[CH:4][C:5]([O:35][CH:36]([F:38])[F:37])=[C:6]([C:8]2[C:12]([NH:13][C:14]([C:16]3[CH:17]=[N:18][N:19]4[CH:24]=[CH:23][CH:22]=[N:21][C:20]=34)=[O:15])=[CH:11][N:10]([CH2:25][C:26](=[O:34])[N:27]3[CH2:32][CH2:31][C:30](=O)[CH2:29][CH2:28]3)[N:9]=2)[CH:7]=1.O1CCOCC1.[NH2:45][CH2:46][CH2:47][C:48]#[N:49].C(O[BH-](OC(=O)C)OC(=O)C)(=O)C.[Na+]>C(Cl)Cl.CO.C(O)(=O)C>[Cl:1][C:2]1[CH:3]=[CH:4][C:5]([O:35][CH:36]([F:37])[F:38])=[C:6]([C:8]2[C:12]([NH:13][C:14]([C:16]3[CH:17]=[N:18][N:19]4[CH:24]=[CH:23][CH:22]=[N:21][C:20]=34)=[O:15])=[CH:11][N:10]([CH2:25][C:26]([N:27]3[CH2:32][CH2:31][CH:30]([NH:49][CH2:48][CH2:47][C:46]#[N:45])[CH2:29][CH2:28]3)=[O:34])[N:9]=2)[CH:7]=1 |f:3.4|. Procedure: A solution of pyrazolo[1,5-a]pyrimidine-3-carboxylic acid {3-(5-chloro-2-difluoromethoxy-phenyl)-1-[2-oxo-2-(4-oxo-piperidin-1-yl)-ethyl]-1H-pyrazol-4-yl}-amide.dioxane (36 g, 57.0 mmol) in DCM (500 mL) was treated with 3-amino-propionitrile (5.0 mL, 68.4 mmol) and acetic acid (50 mL). The mixture was cooled in an ice bath before the addition of sodium triacetoxyborohydride (18.1 g, 85.4 mmol) portionwise. The reaction was allowed to warm to room temperature and stirred for 1.5 hours. The mixtur... RXN SMILES: [Br:21][CH2:22][c:23]1[cH:24][cH:25][c:26]([C:27](=[O:28])[O:29][CH3:30])[cH:31][cH:32]1.[CH2:33]1[O:34][CH2:35][CH2:36][CH2:37]1.[CH3:1][C:2]1([CH3:18])[CH2:3][CH2:4][C:5]([CH3:16])([CH3:17])[c:6]2[c:7]1[cH:8][c:9]1[c:14]([cH:15]2)[NH:13][CH2:12][CH2:11][CH2:10]1.[H-:20].[Na+:19]>>[CH3:1][C:2]1([CH3:18])[CH2:3][CH2:4][C:5]([CH3:16])([CH3:17])[c:6]2[c:7]1[cH:8][c:9]1[c:14]([cH:15]2)[N:13]([CH2:22][c:23]2[cH:24][cH:25][c:26]([C:27](=[O:28])[O:29][CH3:30])[cH:31][cH:32]2)[CH2:12][CH2:11][CH2:10]1. Yields the product COC(=O)c1ccc(CN2CCCc3cc4c(cc32)C(C)(C)CCC4(C)C)cc1. Reactants: COC(=O)c1ccc(CBr)cc1, C1CCOC1, CC1(C)CCC(C)(C)c2cc3c(cc21)CCCN3, [H-], [Na+]. Procedure: Prepared from 3-(4-chlorophenyl)propyl bromide and 2 equivalents of 2-amino-4,5,7,8-tetrahydro-6H-thiazolo[5,4-d]azepine in anhydrous dimethylformamide. Yield: 37% of theory, Melting point: 153° C. Isolated yield 37.0%. Starting materials: ClC1=CC=C(C=C1)CCCBr (3-(4-chlorophenyl)propyl bromide), NC=1SC=2CCNCCC2N1 (2-amino-4,5,7,8-tetrahydro-6H-thiazolo[5,4-d]azepine). Run in CN(C=O)C (dimethylformamide). RXN SMILES: [Cl:1][C:2]1[CH:7]=[CH:6][C:5]([CH2:8][CH2:9][CH2:10]Br)=[CH:4][CH:3]=1.[NH2:12][C:13]1[S:14][C:15]2[CH2:16][CH2:17][NH:18][CH2:19][CH2:20][C:21]=2[N:22]=1>CN(C)C=O>[NH2:12][C:13]1[S:14][C:15]2[CH2:16][CH2:17][N:18]([CH2:10][CH2:9][CH2:8][C:5]3[CH:6]=[CH:7][C:2]([Cl:1])=[CH:3][CH:4]=3)[CH2:19][CH2:20][C:21]=2[N:22]=1. Product: NC=1SC=2CCN(CCC2N1)CCCC1=CC=C(C=C1)Cl (2-Amino-6-(3-4-chlorophenyl)propyl-4,5,7,8-tetrahydro-6H-thiazolo[5,4-d]azepine). Reactants: C1CCNCC1, C1CCOC1, CC#Cc1ccc(NC(=O)C#Cc2ccc(COS(C)(=O)=O)cc2)cc1. Product: CC#Cc1ccc(NC(=O)C#Cc2ccc(CN3CCCCC3)cc2)cc1. As a reaction SMILES: [CH2:27]1[CH2:28][CH2:29][NH:30][CH2:31][CH2:32]1.[CH2:33]1[O:34][CH2:35][CH2:36][CH2:37]1.[CH3:1][S:2]([O:3][CH2:6][c:7]1[cH:8][cH:9][c:10]([C:13]#[C:14][C:15]([NH:16][c:17]2[cH:18][cH:19][c:20]([C:23]#[C:24][CH3:25])[cH:21][cH:22]2)=[O:26])[cH:11][cH:12]1)(=[O:4])=[O:5]>>[CH2:6]([c:7]1[cH:8][cH:9][c:10]([C:13]#[C:14][C:15]([NH:16][c:17]2[cH:18][cH:19][c:20]([C:23]#[C:24][CH3:25])[cH:21][cH:22]2)=[O:26])[cH:11][cH:12]1)[N:30]1[CH2:29][CH2:28][CH2:27][CH2:32][CH2:31]1.